describe an organic reaction: reactants, conditions, products, and yield From a dataset of the Open Reaction Database (ORD), a public repository of structured organic reaction records. Starting materials: CCCC[N+](CCCC)(CCCC)CCCC.[F-] (TBAF), [Si](C1=CC=CC=C1)(C1=CC=CC=C1)(C(C)(C)C)OC[C@H]1NC(N(C1)CC12CC3CC(CC(C1)C3)C2)=O ((S)-4-((tert-butyldiphenylsilyloxy)methyl)-1-(1-adamantylmethyl)imidazolidin-2-one). The solvent is C1CCOC1 (THF). Conditions: time 8 hour. Product: C12(CC3CC(CC(C1)C3)C2)CN2C(N[C@@H](C2)CO)=O ((S)-1-(1-adamantylmethyl)-4-(hydroxymethyl)imidazolidin-2-one). The yield is 32.7%. Reaction SMILES: CCCC[N+](CCCC)(CCCC)CCCC.[F-].[Si]([O:36][CH2:37][C@@H:38]1[CH2:42][N:41]([CH2:43][C:44]23[CH2:53][CH:48]4[CH2:49][CH:50]([CH2:52][CH:46]([CH2:47]4)[CH2:45]2)[CH2:51]3)[C:40](=[O:54])[NH:39]1)(C(C)(C)C)(C1C=CC=CC=1)C1C=CC=CC=1>C1COCC1>[C:44]12([CH2:43][N:41]3[CH2:42][C@@H:38]([CH2:37][OH:36])[NH:39][C:40]3=[O:54])[CH2:45][CH:46]3[CH2:47][CH:48]([CH2:49][CH:50]([CH2:52]3)[CH2:51]1)[CH2:53]2 |f:0.1|. Procedure: TBAF (400 mg, 1.6 mmol) was added to a solution of (S)-4-((tert-butyldiphenylsilyloxy)methyl)-1-(1-adamantylmethyl)imidazolidin-2-one (261 mg, 0.52 mmol) in anhydrous THF (5 mL) at 0° C. The reaction was stirred at rt overnight. The reaction solution was concentrated to give the residue, which was purified by preparative TLC (PE/EtOAc 1/1) to provide (S)-1-(1-adamantylmethyl)-4-(hydroxymethyl)imidazolidin-2-one (45 mg, 10%). 1H NMR: (CDCl3, 400 MHz): δ=1.54 (s, 6H), 1.62-1.73 (m, 6H), 1.98 (s, 3... The solvent is C1CCOC1 (THF), O (H2O). Reactants: NC(=S)N (thiourea), II (iodine), C([O-])(O)=O.[Na+] (sodium bicarbonate), FC(C=1C=CC(=CC1)O)(F)F (α,α,α-trifluoro-p-cresol). Conditions: time 8 hour. The product is FC(C=1C=C(C(=CC1)O)I)(F)F (α,α,α-trifluoro-o-iodo-p-cresol). As a reaction SMILES: [I:1]I.C(=O)(O)[O-].[Na+].[F:8][C:9]([F:18])([F:17])[C:10]1[CH:11]=[CH:12][C:13]([OH:16])=[CH:14][CH:15]=1.NC(N)=S>C1COCC1.O>[F:8][C:9]([F:17])([F:18])[C:10]1[CH:11]=[C:12]([I:1])[C:13]([OH:16])=[CH:14][CH:15]=1 |f:1.2|. Reported procedure: A mixture of iodine (91.6 mmol, 23.2 g) and sodium bicarbonate (91.6 mmol, 7.7 g) was added to a solution of α,α,α-trifluoro-p-cresol (83.3 mmol, 13.5 g) in THF (90 mL) and H2O (90 mL) and the reaction mixture was allowed to stand at room temperature overnight. Sufficient thiourea (5% solution) was added to remove the excess iodine as indicated by the color change of the reaction from deep violet to brown. The reaction mixture was extracted with ether (3×100 mL), the extract was dried, filtered ... Starting materials: NC1=CC=C(C=C1)N1CCC(CC1)N(C)C (aniline), C1=CN(C=N1)C(=O)N2C=CN=C2 (CDI), O(C1=CC=CC=C1)C1=CC=C(N)C=C1 (4-phenoxyaniline), [H][H] (hydrogen), CN(C1CCNCC1)C (Dimethylpiperidin-4-ylamine), FC1=CC=C(C=C1)[N+](=O)[O-] (4-fluoronitrobenzene), nitro. Yields the product CN(C1CCN(CC1)C1=CC=C(C=C1)NC(=O)NC1=CC=C(C=C1)OC1=CC=CC=C1)C (1-[4-(4-Dimethylaminopiperidin-1-yl)phenyl]-3-(4-phenoxyphenyl)urea). RXN SMILES: CN(C)C1CCNCC1.FC1C=CC([N+]([O-])=O)=CC=1.[H][H].[NH2:22][C:23]1[CH:28]=[CH:27][C:26]([N:29]2[CH2:34][CH2:33][CH:32]([N:35]([CH3:37])[CH3:36])[CH2:31][CH2:30]2)=[CH:25][CH:24]=1.C1N=CN([C:43]([N:45]2C=N[CH:47]=[CH:46]2)=[O:44])C=1.[O:50]([C:57]1[CH:63]=CC(N)=[CH:59][CH:58]=1)[C:51]1[CH:56]=[CH:55][CH:54]=[CH:53][CH:52]=1>>[CH3:36][N:35]([CH3:37])[CH:32]1[CH2:31][CH2:30][N:29]([C:26]2[CH:27]=[CH:28][C:23]([NH:22][C:43]([NH:45][C:46]3[CH:47]=[CH:63][C:57]([O:50][C:51]4[CH:56]=[CH:55][CH:54]=[CH:53][CH:52]=4)=[CH:58][CH:59]=3)=[O:44])=[CH:24][CH:25]=2)[CH2:34][CH2:33]1. Procedure: Dimethylpiperidin-4-ylamine was reacted with 4-fluoronitrobenzene, the resulting nitro compound was reduced with hydrogen and finally the aniline ([1-(4-aminophenyl)piperidin-4-yl]dimethylamine) was reacted with CDI and 4-phenoxyaniline by method A, B and C. This resulted in the product with the molecular weight of 430.55 (C26H30N4O2); MS (ESI): 431 (M+H+). Starting materials: CC(=O)[O-] (monoacetate), C1(CCCCC1)N=C=NC1CCCCC1 (dicyclohexylcarbodiimide), ON1C(CCC1=O)=O (N-hydroxysuccinimide). Run in O1CCCC1 (tetrahydrofuran). Product: C(C)(=O)OCC.N1=C(C=CC=C1)CC(=O)O.O (ethyl acetate pyridine-acetic acid water). As a reaction SMILES: [CH3:1][C:2]([O-:4])=[O:3].[CH:5]1(N=C=[N:13][CH:14]2[CH2:19][CH2:18][CH2:17][CH2:16]C2)CCCC[CH2:6]1.[OH:20]N1C(=O)CCC1=O>O1CCCC1>[C:2]([O:4][CH2:5][CH3:6])(=[O:3])[CH3:1].[N:13]1[CH:14]=[CH:19][CH:18]=[CH:17][C:16]=1[CH2:1][C:2]([OH:4])=[O:3].[OH2:20] |f:4.5.6|. Procedure: Condensation (two runs) of ##STR106## (mixture of isomers, 31.4 mg., 400 mg.) and H-trp-Leu-Phe-NH2 (example 2, 77.5 mg., 556 mg.) using dicyclohexylcarbodiimide (17.2 mg., 220 mg.) and N-hydroxysuccinimide (9.6 mg., 123 mg.) in tetrahydrofuran (1 ml. 10 ml.) at 0° C. for 0.5 hr. and then at room temperature (overnight, 6 hr.), combination of the crude products, and purification by column chromatography on silica gel first with ethyl acetate-pyridine-acetic acid-water (900:54:16:30) as eluant to... Reactants: C(C)OC(C[C@H](NC(C)=O)C=1C=NC=CC1)=O (acetyl-3(S)-pyridin-3-yl-β-alanine ethyl ester), [Li+].[OH-] (LiOH). Run in C1CCOC1 (THF), O (water). Run at time 2 hour. The product is C(C)(=O)N[C@@H](CC(=O)O)C=1C=NC=CC1 (acetyl-3(S)-pyridin-3-yl-β-alanine). Reaction SMILES: C([O:3][C:4](=[O:17])[CH2:5][C@@H:6]([C:11]1[CH:12]=[N:13][CH:14]=[CH:15][CH:16]=1)[NH:7][C:8](=[O:10])[CH3:9])C.[Li+].[OH-]>C1COCC1.O>[C:8]([NH:7][C@H:6]([C:11]1[CH:12]=[N:13][CH:14]=[CH:15][CH:16]=1)[CH2:5][C:4]([OH:17])=[O:3])(=[O:10])[CH3:9] |f:1.2|. Procedure details: To a solution of 3-14 (0.049 g, 0.102 mmol) in THF (1 mL) and water (0.3 mL) at 0° C. was added 1M LiOH (0.112 ml, 0.112 mmol). After warming to ambient temperature and stirring for 2 h, the solvents were evaporated and the residue was chromatographed (silica gel, 25:10:1:1 ethyl acetate/EtOH/water/NH4OH to give 3-15 as a colorless foam. As a reaction SMILES: [C:1]([C:5]1[CH:10]=[CH:9][C:8]([S:11]([NH:14][C:15]2[N:19]([CH3:20])[N:18]=[C:17]([O:21][CH2:22][CH2:23][OH:24])[C:16]=2[C:25]2[CH:30]=[CH:29][C:28]([CH3:31])=[CH:27][CH:26]=2)(=[O:13])=[O:12])=[CH:7][CH:6]=1)([CH3:4])([CH3:3])[CH3:2].[H-].[Na+].Cl[C:35]1[N:40]=[CH:39][C:38]([F:41])=[CH:37][N:36]=1.[Cl-].[NH4+]>O1CCCC1.CC(N(C)C)=O.C(OCC)(=O)C>[C:1]([C:5]1[CH:6]=[CH:7][C:8]([S:11]([NH:14][C:15]2[N:19]([CH3:20])[N:18]=[C:17]([O:21][CH2:22][CH2:23][O:24][C:35]3[N:40]=[CH:39][C:38]([F:41])=[CH:37][N:36]=3)[C:16]=2[C:25]2[CH:30]=[CH:29][C:28]([CH3:31])=[CH:27][CH:26]=2)(=[O:12])=[O:13])=[CH:9][CH:10]=1)([CH3:4])([CH3:3])[CH3:2] |f:1.2,4.5|. Reported procedure: To 4-(tert-butyl)-N-[3-(2-hydroxyethoxy)-1-methyl-4-(4-methylphenyl)-1H-pyrazol-5-yl]benzenesulfonamide (Example 2, 126 mg) in tetrahydrofuran (5 ml) at room temperature under an atmosphere of nitrogen was added sodium hydride (60% dispersion in oil, 34 mg) and the reaction mixture was stirred for 5 minutes. To the reaction mixture was added a solution of 2-chloro-5-fluoropyrimidine (50 mg) in dimethyl acetamide (1 ml) and the reaction was stirred for a further 16 hours. The reaction was poured ... Solvent: O1CCCC1 (tetrahydrofuran), CC(=O)N(C)C (dimethyl acetamide), C(C)(=O)OCC (ethyl acetate). Yield: 12.4%. Reactants: C(C)(C)(C)C1=CC=C(C=C1)S(=O)(=O)NC1=C(C(=NN1C)OCCO)C1=CC=C(C=C1)C (4-(tert-butyl)-N-[3-(2-hydroxyethoxy)-1-methyl-4-(4-methylphenyl)-1H-pyrazol-5-yl]benzenesulfonamide), [H-].[Na+] (sodium hydride), ClC1=NC=C(C=N1)F (2-chloro-5-fluoropyrimidine), [Cl-].[NH4+] (ammonium chloride). Product: C(C)(C)(C)C1=CC=C(C=C1)S(=O)(=O)NC1=C(C(=NN1C)OCCOC1=NC=C(C=N1)F)C1=CC=C(C=C1)C (4-(tert-butyl)-N-[3-{2-[(5-fluoro-2-pyrimidinyl)oxy]ethoxy}-1-methyl-4-(4-methylphenyl)-1H-pyrazol-5-yl]benzenesulfonamide). Run at time 5 minute. Starting materials: CCOC(C)=O, CCOC(=O)C=C(CCCCOC1CCCCO1)CCCc1cccnc1. Yields the product CCOC(=O)CC(CCCCOC1CCCCO1)CCCc1cccnc1. RXN SMILES: [CH3:28][CH2:29][O:30][C:31](=[O:32])[CH3:33].[n:1]1[cH:2][c:3]([CH2:7][CH2:8][CH2:9][C:10](=[CH:11][C:12](=[O:13])[O:14][CH2:15][CH3:16])[CH2:17][CH2:18][CH2:19][CH2:20][O:21][CH:22]2[O:23][CH2:24][CH2:25][CH2:26][CH2:27]2)[cH:4][cH:5][cH:6]1>>[n:1]1[cH:2][c:3]([CH2:7][CH2:8][CH2:9][CH:10]([CH2:11][C:12](=[O:13])[O:14][CH2:15][CH3:16])[CH2:17][CH2:18][CH2:19][CH2:20][O:21][CH:22]2[O:23][CH2:24][CH2:25][CH2:26][CH2:27]2)[cH:4][cH:5][cH:6]1.